From a dataset of the Open Reaction Database (ORD), a public repository of structured organic reaction records. describe an organic reaction: reactants, conditions, products, and yield Reactants: Brc1cccc(Br)c1, CCOCC, C[Si](C)(C)Cl, Cl. The product is C[Si](C)(C)c1cccc(Br)c1. RXN SMILES: [Br:1][c:2]1[cH:3][cH:4][cH:5][c:6]([Br:7])[cH:8]1.[CH3:15][CH2:16][O:17][CH2:18][CH3:19].[CH3:9][Si:10]([CH3:11])([CH3:12])[Cl:13].[ClH:14]>>[Br:1][c:2]1[cH:3][cH:4][cH:5][c:6]([Si:10]([CH3:9])([CH3:11])[CH3:12])[cH:8]1. Reactants: C(C)(C)(C)OC(NC(C)(C)C(N[C@@H](C(N1CC2(N(CC1)C(CC2)=O)CC2=NC=CC=C2)=O)COCC2=CC=CC=C2)=O)=O ({1-[1(R)-Benzyloxymethyl-2-oxo-2-(6-oxo-8a-pyridin-2-ylmethyl-hexahydro-pyrrolo[1,2-a]pyrazin-2-yl)-ethylcarbamoyl]-1-methyl-ethyl}-carbamic acid tert-butyl ester), Cl (HCl). Solvent: CCOCC (ether). Product: NC(C(=O)N[C@@H](C(N1CC2(N(CC1)C(CC2)=O)CC2=NC=CC=C2)=O)COCC2=CC=CC=C2)(C)C (2-Amino-N-[1(R)-benzyloxymethyl-2-oxo-2-(6-oxo-8a-pyridin-2-ylmethyl-hexahydro-pyrrolo[1,2-a]pyrazin-2-yl)-ethyl]-2-methyl-propionamide). RXN SMILES: C(OC(=O)[NH:7][C:8]([C:11](=[O:42])[NH:12][C@H:13]([CH2:33][O:34][CH2:35][C:36]1[CH:41]=[CH:40][CH:39]=[CH:38][CH:37]=1)[C:14](=[O:32])[N:15]1[CH2:20][CH2:19][N:18]2[C:21](=[O:24])[CH2:22][CH2:23][C:17]2([CH2:25][C:26]2[CH:31]=[CH:30][CH:29]=[CH:28][N:27]=2)[CH2:16]1)([CH3:10])[CH3:9])(C)(C)C.Cl>CCOCC>[NH2:7][C:8]([CH3:10])([CH3:9])[C:11]([NH:12][C@H:13]([CH2:33][O:34][CH2:35][C:36]1[CH:37]=[CH:38][CH:39]=[CH:40][CH:41]=1)[C:14](=[O:32])[N:15]1[CH2:20][CH2:19][N:18]2[C:21](=[O:24])[CH2:22][CH2:23][C:17]2([CH2:25][C:26]2[CH:31]=[CH:30][CH:29]=[CH:28][N:27]=2)[CH2:16]1)=[O:42]. Procedure details: Compound of Example 202, Step E (12 mg, 0.020 mmol) was deprotected as described in General Procedure C to provide, after trituration with ether, Example 202, Step F as its HCl salt (5 mg, 50%): +APcl MS (M+1)+ 494; 1H NMR (400 MHz, CD3OD) δ: 8.90-7.15 (arom series of m, 9 H), 5.31 (m, 0.5H), 5.15 (m, 0.5H), 2.86 (d, 0.5H), 2.77 (d, 0.5H), 1.60 (Me, M, 6H). The reactants are CC#N, CCOC1OC(=O)CC1NC(=O)C1CN(C(C)=O)CC2CCCCC(NC(=O)c3ccccc3)C(=O)N21, O, O=C(O)C(F)(F)F. Yields the product CC(=O)N1CC2CCCCC(NC(=O)c3ccccc3)C(=O)N2C(C(=O)NC2CC(=O)OC2O)C1. RXN SMILES: [C:46](#[N:47])[CH3:48].[CH2:1]([CH3:2])[O:3][CH:4]1[O:5][C:6](=[O:37])[CH2:7][CH:8]1[NH:9][C:10](=[O:11])[CH:12]1[CH2:13][N:14]([C:34]([CH3:35])=[O:36])[CH2:15][CH:16]2[CH2:17][CH2:18][CH2:19][CH2:20][CH:21]([NH:25][C:26]([c:27]3[cH:28][cH:29][cH:30][cH:31][cH:32]3)=[O:33])[C:22](=[O:24])[N:23]12.[OH2:45].[OH:38][C:39]([C:40]([F:41])([F:42])[F:43])=[O:44]>>[OH:3][CH:4]1[O:5][C:6](=[O:37])[CH2:7][CH:8]1[NH:9][C:10](=[O:11])[CH:12]1[CH2:13][N:14]([C:34]([CH3:35])=[O:36])[CH2:15][CH:16]2[CH2:17][CH2:18][CH2:19][CH2:20][CH:21]([NH:25][C:26]([c:27]3[cH:28][cH:29][cH:30][cH:31][cH:32]3)=[O:33])[C:22](=[O:24])[N:23]12. Starting materials: CC(C)(C)OC(=O)C(CN)C1(NCc2ccccc2)CCC1, CCO. The product is CC(C)(C)OC(=O)C(CN)C1(N)CCC1. Reaction SMILES: [CH2:1]([c:2]1[cH:3][cH:4][cH:5][cH:6][cH:7]1)[NH:8][C:9]1([CH:13]([CH2:14][NH2:15])[C:16](=[O:17])[O:18][C:19]([CH3:20])([CH3:21])[CH3:22])[CH2:10][CH2:11][CH2:12]1.[CH3:23][CH2:24][OH:25]>>[NH2:8][C:9]1([CH:13]([CH2:14][NH2:15])[C:16](=[O:17])[O:18][C:19]([CH3:20])([CH3:21])[CH3:22])[CH2:10][CH2:11][CH2:12]1.